From a dataset of the Open Reaction Database (ORD), a public repository of structured organic reaction records. describe an organic reaction: reactants, conditions, products, and yield Starting materials: C(CCC)[Sn](CCCC)(CCCC)COCCCC1=CC2=CC=CC=C2C=C1 ((2-naphthyl)propyl tributylstannylmethyl ether), C[Si](C1=CC(=CO1)C=O)(C)C (5-trimethylsilyl-3-furaldehyde), C(CCC)[Li] (n-Butyl lithium), C(C)(=O)OC(C)=O (acetic anhydride), solution. Run in O1CCCC1 (tetrahydrofuran), O1CCCC1 (tetrahydrofuran), CCCCCC (hexane). Conditions: time 5 minute. Yields the product C(C)(=O)OC(COCCCC1=CC2=CC=CC=C2C=C1)C=1C=C(OC1)[Si](C)(C)C (4-[1-Acetoxy-2-[3-(2-naphthyl)propoxy]ethyl]-2-trimethylsilylfuran). RXN SMILES: C([Li])CCC.C([Sn]([CH2:19][O:20][CH2:21][CH2:22][CH2:23][C:24]1[CH:33]=[CH:32][C:31]2[C:26](=[CH:27][CH:28]=[CH:29][CH:30]=2)[CH:25]=1)(CCCC)CCCC)CCC.[CH3:34][Si:35]([CH3:44])([CH3:43])[C:36]1[O:40][CH:39]=[C:38]([CH:41]=[O:42])[CH:37]=1.[C:45](OC(=O)C)(=[O:47])[CH3:46]>CCCCCC.O1CCCC1>[C:45]([O:42][CH:41]([C:38]1[CH:37]=[C:36]([Si:35]([CH3:44])([CH3:43])[CH3:34])[O:40][CH:39]=1)[CH2:19][O:20][CH2:21][CH2:22][CH2:23][C:24]1[CH:33]=[CH:32][C:31]2[C:26](=[CH:27][CH:28]=[CH:29][CH:30]=2)[CH:25]=1)(=[O:47])[CH3:46]. Procedure details: n-Butyl lithium (a 1.6M solution in hexane; 0.69 ml, 1.1 mmol) was added dropwise to a solution of (2-naphthyl)propyl tributylstannylmethyl ether (511.9 mg, 1.05 mmol) in tetrahydrofuran (5 ml) at -78° under argon. After 5 minutes, a solution of 5-trimethylsilyl-3-furaldehyde (176 mg, 1.05 mmol) in tetrahydrofuran (1/2 ml) was added, followed by acetic anhydride (0.1 ml, 1.58 mmol) after 25 minutes. Stirring was continued at -78° for 1 hour and the mixture was quenched with water. Extraction (et...